Dataset: the Open Reaction Database (ORD), a public repository of structured organic reaction records. Task: describe an organic reaction: reactants, conditions, products, and yield Yields the product CSc1nsc(N2CCCC2)n1. The reactants are C1CCNC1, CN(C)C=O, COC(C)(C)C, CSc1nsc(Cl)n1. Reaction SMILES: [CH2:9]1[CH2:10][CH2:11][NH:12][CH2:13]1.[CH3:14][N:15]([CH3:16])[CH:17]=[O:18].[CH3:19][O:20][C:21]([CH3:22])([CH3:23])[CH3:24].[Cl:1][c:2]1[n:3][c:4]([S:7][CH3:8])[n:5][s:6]1>>[c:2]1([N:12]2[CH2:11][CH2:10][CH2:9][CH2:13]2)[n:3][c:4]([S:7][CH3:8])[n:5][s:6]1.